From a dataset of the Open Reaction Database (ORD), a public repository of structured organic reaction records. describe an organic reaction: reactants, conditions, products, and yield Procedure details: 100 mg of 4-[4-methoxy-5-(2-methoxy-phenoxy)-6-(5-methyl-pyridine-2-sulfonylamino)-pyrimidin-2-yl]-pyridine-2-carboxylic acid methyl ester, product of example 22, were dissolved in a mixture of EtOH/THF (each 15 ml) on gentle warming and subsequently treated with 42 mg of CaCl2 and 28 mg of NaBH4 at RT. The reaction mixture was stirred at RT for 18 h until which time starting material was consumed according to TLC analysis. The mixture was partitioned between diluted HCl and CH2Cl2. The organic ... Solvent: CCO.C1CCOC1 (EtOH THF). Yields the product OCC1=NC=CC(=C1)C1=NC(=C(C(=N1)NS(=O)(=O)C1=NC=C(C=C1)C)OC1=C(C=CC=C1)OC)OC (5-methyl-pyridine-2-sulfonic acid [2-(2-hydroxymethyl-pyridin-4-yl)-6-methoxy-5-(2-methoxy-phenoxy)-pyrimidin-4-yl]-amide). Reactants: COC(=O)C1=NC=CC(=C1)C1=NC(=C(C(=N1)OC)OC1=C(C=CC=C1)OC)NS(=O)(=O)C1=NC=C(C=C1)C (4-[4-methoxy-5-(2-methoxy-phenoxy)-6-(5-methyl-pyridine-2-sulfonylamino)-pyrimidin-2-yl]-pyridine-2-carboxylic acid methyl ester), COC(=O)C1=NC=CC(=C1)C1=NC(=C(C(=N1)OC)OC1=C(C=CC=C1)OC)NS(=O)(=O)C1=NC=C(C=C1)C (4-[4-methoxy-5-(2-methoxy-phenoxy)-6-(5-methyl-pyridine-2-sulfonylamino)-pyrimidin-2-yl]-pyridine-2-carboxylic acid methyl ester), [Cl-].[Cl-].[Ca+2] (CaCl2), [BH4-].[Na+] (NaBH4). Reaction SMILES: C[O:2][C:3]([C:5]1[CH:10]=[C:9]([C:11]2[N:16]=[C:15]([O:17][CH3:18])[C:14]([O:19][C:20]3[CH:25]=[CH:24][CH:23]=[CH:22][C:21]=3[O:26][CH3:27])=[C:13]([NH:28][S:29]([C:32]3[CH:37]=[CH:36][C:35]([CH3:38])=[CH:34][N:33]=3)(=[O:31])=[O:30])[N:12]=2)[CH:8]=[CH:7][N:6]=1)=O.[Cl-].[Cl-].[Ca+2].[BH4-].[Na+]>CCO.C1COCC1>[OH:2][CH2:3][C:5]1[CH:10]=[C:9]([C:11]2[N:12]=[C:13]([NH:28][S:29]([C:32]3[CH:37]=[CH:36][C:35]([CH3:38])=[CH:34][N:33]=3)(=[O:31])=[O:30])[C:14]([O:19][C:20]3[CH:25]=[CH:24][CH:23]=[CH:22][C:21]=3[O:26][CH3:27])=[C:15]([O:17][CH3:18])[N:16]=2)[CH:8]=[CH:7][N:6]=1 |f:1.2.3,4.5,6.7|. Run at time 18 hour. Starting materials: CCCBr, CCCC[N+](CCCC)(CCCC)CCCC, [I-], OCC1CCC(c2nc(-c3ccncc3)no2)C1. Yields the product CCCOCC1CCC(c2nc(-c3ccncc3)no2)C1. RXN SMILES: [Br:19][CH2:20][CH2:21][CH3:22].[CH2:24]([N+:25]([CH2:26][CH2:27][CH2:28][CH3:29])([CH2:30][CH2:31][CH2:32][CH3:33])[CH2:34][CH2:35][CH2:36][CH3:37])[CH2:38][CH2:39][CH3:40].[I-:23].[n:1]1[cH:2][cH:3][c:4](-[c:7]2[n:8][o:9][c:10]([CH:12]3[CH2:13][CH:14]([CH2:17][OH:18])[CH2:15][CH2:16]3)[n:11]2)[cH:5][cH:6]1>>[n:1]1[cH:2][cH:3][c:4](-[c:7]2[n:8][o:9][c:10]([CH:12]3[CH2:13][CH:14]([CH2:17][O:18][CH2:20][CH2:21][CH3:22])[CH2:15][CH2:16]3)[n:11]2)[cH:5][cH:6]1. Starting materials: CN1C(=C(C2=CC(=CC=C12)C1=CC=C(C=C1)O)CCCCC)C1=CC=CC=C1 (4-(1-methyl-3-pentyl-2-phenyl-1H-indol-5-yl)-phenol), C(=O)([O-])[O-].[K+].[K+] (K2CO3), BrCC#N (bromoacetonitrile). The solvent is CC(=O)C (acetone). Yields the product CN1C(=C(C2=CC(=CC=C12)C1=CC=C(OCC#N)C=C1)CCCCC)C1=CC=CC=C1 ([4-(1-Methyl-3-pentyl-2-phenyl-1H-indol-5-yl)-phenoxy]-acetonitrile), product. The yield is 83.1%. Reaction SMILES: [CH3:1][N:2]1[C:10]2[C:5](=[CH:6][C:7]([C:11]3[CH:16]=[CH:15][C:14]([OH:17])=[CH:13][CH:12]=3)=[CH:8][CH:9]=2)[C:4]([CH2:18][CH2:19][CH2:20][CH2:21][CH3:22])=[C:3]1[C:23]1[CH:28]=[CH:27][CH:26]=[CH:25][CH:24]=1.C([O-])([O-])=O.[K+].[K+].Br[CH2:36][C:37]#[N:38]>CC(C)=O>[CH3:1][N:2]1[C:10]2[C:5](=[CH:6][C:7]([C:11]3[CH:16]=[CH:15][C:14]([O:17][CH2:36][C:37]#[N:38])=[CH:13][CH:12]=3)=[CH:8][CH:9]=2)[C:4]([CH2:18][CH2:19][CH2:20][CH2:21][CH3:22])=[C:3]1[C:23]1[CH:24]=[CH:25][CH:26]=[CH:27][CH:28]=1 |f:1.2.3|. Procedure details: The desired product was prepared using a procedure similar to step 5 of example 3. Thus, 4-(1-methyl-3-pentyl-2-phenyl-1H-indol-5-yl)-phenol (0.173 g, 0.472 mmol) was reacted with K2CO3 (0.078 g, 0.566 mmol) and bromoacetonitrile (0.068 g, 0.566 mmol) in acetone (10 ml) to give the product (0.160 g, 0.392 mmol, 83%) as a white solid, mp 101-102° C. 1H NMR (DMSO-d6) δ 0.76 (t, J=7.0 Hz, 3H), 1.14-1.22 (m, 4H), 1.52-1.98 (m, 2H), 2.66 (t, J=7.5 Hz, 2H), 3.56 (s, 3H), 5.21 (s, 2H), 7.16 (d, J=8.9 H... The reactants are FC(C)(F)C=1C=C(C=CC1F)N (3-(1,1-difluoro-ethyl)-4-fluorophenylamine), C(OCC)(OCC)OCC (triethyl orthoformate), C(C)(=O)O (acetic acid), C(OCC)(OCC)OCC (triethyl orthoformate), [N+](=O)([O-])CC(=O)OCC (ethyl nitroacetate), C(C)(=O)O (acetic acid). Reagents/catalysts: [Fe] (iron). The product is FC(C)(F)C=1C=C(C=CC1F)N1C=NC(=C1)CO ({1-[3-(1,1-Difluoro-ethyl)-4-fluoro-phenyl]-1H-imidazol-4-yl}-methanol). RXN SMILES: [F:1][C:2]([C:5]1[CH:6]=[C:7]([NH2:12])[CH:8]=[CH:9][C:10]=1[F:11])([F:4])[CH3:3].C([O:20][CH2:21][CH3:22])(OCC)OCC.[N+:23]([CH2:26]C(OCC)=O)([O-])=O.[C:32](O)(=O)C>[Fe]>[F:4][C:2]([C:5]1[CH:6]=[C:7]([N:12]2[CH:32]=[C:22]([CH2:21][OH:20])[N:23]=[CH:26]2)[CH:8]=[CH:9][C:10]=1[F:11])([F:1])[CH3:3]. Procedure details: Following the general method described in example 293, 3-(1,1-difluoro-ethyl)-4-fluorophenylamine was reacted with triethyl orthoformate, ethyl nitroacetate and acetic acid followed by treatment with triethyl orthoformate, iron and acetic acid and subsequent alkaline hydrolysis. The isolated acid was directly reduced according to example 264, by reaction with BH3 THF complex followed by hydrolytic workup and the title compound was obtained as a white crystalline solid. MS: m/e=257 (M+H+). The reactants are [Si](C)(C)(C(C)(C)C)O[C@H]1[C@@H](O[C@@H]([C@H]1O[Si](C)(C)C(C)(C)C)COC)N1C2=NC(=NC(=C2N=C1)NCC(C1=CC=CC=C1)C1=CC=CC=C1)CCNC(CC)CC (N-(2-{9-[(2R,3R,4R,5R)-3,4-bis{[tert-butyl(dimethyl)silyl]oxy}-5-(methoxymethyl)tetrahydro-2-furanyl]-6-[(2,2-diphenylethyl)amino]-9H-purin-2-yl}ethyl)-N-(1-ethylpropyl)amine), solution, [F-].C(CCC)[N+](CCCC)(CCCC)CCCC (tetra-n-butylammonium fluoride). Reported procedure: N-(2-{9-[(2R,3R,4R,5R)-3,4-bis{[tert-butyl(dimethyl)silyl]oxy}-5-(methoxymethyl)tetrahydro-2-furanyl]-6-[(2,2-diphenylethyl)amino]-9H-purin-2-yl}ethyl)-N-(1-ethylpropyl)amine (250 mg, 0.31 mmol) (preparation 19) was dissolved in dry tetrahydrofuran (1 ml), a 1M solution of tetra-n-butylammonium fluoride in tetrahydrofuran (1 ml, 1 mmol) added and the mixture stirred at room temperature for 3 days. The solvent was removed under reduced pressure and the residue purified by column chromatography el... Conditions: time 3 day. Run in C(C)(=O)OCC (ethyl acetate), O1CCCC1 (tetrahydrofuran), O1CCCC1 (tetrahydrofuran). The yield is 56.1%. Reaction SMILES: [Si]([O:8][C@@H:9]1[C@H:13]([O:14][Si](C(C)(C)C)(C)C)[C@@H:12]([CH2:22][O:23][CH3:24])[O:11][C@H:10]1[N:25]1[CH:33]=[N:32][C:31]2[C:26]1=[N:27][C:28]([CH2:49][CH2:50][NH:51][CH:52]([CH2:55][CH3:56])[CH2:53][CH3:54])=[N:29][C:30]=2[NH:34][CH2:35][CH:36]([C:43]1[CH:48]=[CH:47][CH:46]=[CH:45][CH:44]=1)[C:37]1[CH:42]=[CH:41][CH:40]=[CH:39][CH:38]=1)(C(C)(C)C)(C)C.[F-].C([N+](CCCC)(CCCC)CCCC)CCC>O1CCCC1.C(OCC)(=O)C>[C:37]1([CH:36]([C:43]2[CH:44]=[CH:45][CH:46]=[CH:47][CH:48]=2)[CH2:35][NH:34][C:30]2[N:29]=[C:28]([CH2:49][CH2:50][NH:51][CH:52]([CH2:53][CH3:54])[CH2:55][CH3:56])[N:27]=[C:26]3[C:31]=2[N:32]=[CH:33][N:25]3[C@H:10]2[C@H:9]([OH:8])[C@H:13]([OH:14])[C@@H:12]([CH2:22][O:23][CH3:24])[O:11]2)[CH:42]=[CH:41][CH:40]=[CH:39][CH:38]=1 |f:1.2|. Yields the product C1(=CC=CC=C1)C(CNC1=C2N=CN(C2=NC(=N1)CCNC(CC)CC)[C@@H]1O[C@@H]([C@H]([C@H]1O)O)COC)C1=CC=CC=C1 ((2R,3R,4S,5R)-2-(6-[(2,2-Diphenylethyl)amino]-2-{2-[(1-ethylpropyl)amino]ethyl}-9H-purin-9-yl)-5-(methoxymethyl)tetrahydro-3,4-furandiol). The reactants are FC1=CC(=C(C(=O)OC)C=C1[N+](=O)[O-])OC (methyl 4-fluoro-2-methoxy-5-nitrobenzoate), O1CCC(CC1)C=1NC=CN1 (2-(tetrahydro-2H-pyran-4-yl)-1H-imidazole), C(C)N1C(CCC1)=O (N-ethylpyrrolidone), C([O-])([O-])=O.[K+].[K+] (potassium carbonate). The solvent is C(C)(=O)OCC (ethyl acetate), O (water). Run at temperature 100 celsius, time 3 hour. Yields the product COC1=C(C(=O)OC)C=C(C(=C1)N1C(=NC=C1)C1CCOCC1)[N+](=O)[O-] (methyl 2-methoxy-5-nitro-4-[2-(tetrahydro-2H-pyran-4-yl)-1H-imidazol-1-yl]-benzoate). Isolated yield 87.2%. As a reaction SMILES: F[C:2]1[C:11]([N+:12]([O-:14])=[O:13])=[CH:10][C:5]([C:6]([O:8][CH3:9])=[O:7])=[C:4]([O:15][CH3:16])[CH:3]=1.[O:17]1[CH2:22][CH2:21][CH:20]([C:23]2[NH:24][CH:25]=[CH:26][N:27]=2)[CH2:19][CH2:18]1.C(N1CCCC1=O)C.C(=O)([O-])[O-].[K+].[K+]>C(OCC)(=O)C.O>[CH3:16][O:15][C:4]1[CH:3]=[C:2]([N:24]2[CH:25]=[CH:26][N:27]=[C:23]2[CH:20]2[CH2:21][CH2:22][O:17][CH2:18][CH2:19]2)[C:11]([N+:12]([O-:14])=[O:13])=[CH:10][C:5]=1[C:6]([O:8][CH3:9])=[O:7] |f:3.4.5|. Procedure: To a mixture of 3 g of methyl 4-fluoro-2-methoxy-5-nitrobenzoate, 1.99 g of 2-(tetrahydro-2H-pyran-4-yl)-1H-imidazole, and 15 mL of N-ethylpyrrolidone was added 3.6 g of potassium carbonate, followed by stirring at 100° C. for 3 hours. To the reaction mixture were added water and ethyl acetate, followed by extraction with ethyl acetate. The organic layer was washed with saturated brine and then dried over anhydrous magnesium sulfate, and the solvent was evaporated under reduced pressure. The obt... Starting materials: C(=O)(O)[O-].[Na+] (NaHCO3), C(=O)(OCC1=CC=CC=C1)Cl (CBzCl), FC1=C(C(=CC(=C1)[N+](=O)[O-])F)N1CC[Si](CC1)(C1=CC=CC=C1)C (1-(2,6-difluoro-4-nitrophenyl)-4-methyl-4-phenyl-1,4-azasilinane). Run in C1CCOC1 (THF), [Pd] (Pd/C). Conditions: temperature 25 celsius, time 5 hour. The product is C(C1=CC=CC=C1)OC(NC1=CC(=C(C(=C1)F)N1CC[Si](CC1)(C1=CC=CC=C1)C)F)=O (benzyl(3,5-difluoro-4-(4-methyl-4-phenyl-1,4-azasilinan-1-yl)phenyl)carbamate). Isolated yield 52.4%. RXN SMILES: [F:1][C:2]1[CH:7]=[C:6]([N+:8]([O-])=O)[CH:5]=[C:4]([F:11])[C:3]=1[N:12]1[CH2:17][CH2:16][Si:15]([CH3:24])([C:18]2[CH:23]=[CH:22][CH:21]=[CH:20][CH:19]=2)[CH2:14][CH2:13]1.C([O-])(O)=O.[Na+].[C:30](Cl)([O:32][CH2:33][C:34]1[CH:39]=[CH:38][CH:37]=[CH:36][CH:35]=1)=[O:31]>C1COCC1.[Pd]>[CH2:33]([O:32][C:30](=[O:31])[NH:8][C:6]1[CH:7]=[C:2]([F:1])[C:3]([N:12]2[CH2:17][CH2:16][Si:15]([CH3:24])([C:18]3[CH:23]=[CH:22][CH:21]=[CH:20][CH:19]=3)[CH2:14][CH2:13]2)=[C:4]([F:11])[CH:5]=1)[C:34]1[CH:39]=[CH:38][CH:37]=[CH:36][CH:35]=1 |f:1.2|. Procedure: To a solution of 9b (1.96 g, 7.59 mmol) in THF, Pd/C is added for hydrogenation under a pressure of 35 psi in a par hydrogenator. The reaction mixture was filtered through celite. To the filtrate, saturated NaHCO3 (1.90 g, 22.77 mmol) and CBzCl (1.3 mL, 9.10 mmol) were added and stirred at 25° C. for 5 h. The solvent is removed, 10 mL water is added and the aqueous layer is extracted with EtOAc. The crude mixture is then subjected to column chromatography on silica gel using hexane-DCM mixtures ... Reactants: ClC1=CC(=NC=C1)NC(OC(C)(C)C)=O (tert-butyl (4-chloropyridin-2-yl)carbamate), CN(CCN(C)C)C (tetramethylethylenediamine), C(CCC)[Li] (n-butyl lithium), CCCCCC (hexane), II (iodine), S(=O)(O)[O-].[Na+] (sodium hydrogen sulfite). Solvent: O1CCCC1 (tetrahydrofuran), O1CCCC1 (tetrahydrofuran). Conditions: temperature -70 celsius, time 1 hour. Product: ClC1=C(C(=NC=C1)NC(OC(C)(C)C)=O)I (tert-butyl (4-chloro-3-iodopyridin-2-yl)carbamate). Reaction SMILES: [Cl:1][C:2]1[CH:7]=[CH:6][N:5]=[C:4]([NH:8][C:9](=[O:15])[O:10][C:11]([CH3:14])([CH3:13])[CH3:12])[CH:3]=1.CN(C)CCN(C)C.C([Li])CCC.CCCCCC.[I:35]I.S([O-])(O)=O.[Na+]>O1CCCC1>[Cl:1][C:2]1[CH:7]=[CH:6][N:5]=[C:4]([NH:8][C:9](=[O:15])[O:10][C:11]([CH3:12])([CH3:14])[CH3:13])[C:3]=1[I:35] |f:5.6|. Procedure: To a solution of tert-butyl (4-chloropyridin-2-yl)carbamate (10 g, 43.7 mmol) and tetramethylethylenediamine (12 mL) in tetrahydrofuran (200 mL) at −70° C. was added 2.5M n-butyl lithium in hexane (52 mL, 131 mmol) over 30 minutes. The mixture was stirred at −70° C. for 1 hour and treated with a solution of iodine (27 g, 109 mmol) in 100 mL tetrahydrofuran at −70° C. The mixture was stirred at −70° C. for 30 minutes and warmed to room temperature. Saturated aqueous sodium hydrogen sulfite (200 m...